Dataset: the Open Reaction Database (ORD), a public repository of structured organic reaction records. Task: describe an organic reaction: reactants, conditions, products, and yield The reactants are C(C)(C)(C)OC(=O)N1CC(C1)CNCCCC1=CC(=C2C(=NC=NN21)N)C=2C=CC1=CN(N=C1C2)CC2=CC=CC=C2 (3-({3-[4-amino-5-(2-benzyl-2H-indazol-6-yl)-pyrrolo[2,1-f][1,2,4]triazin-7-yl]-propylamino}-methyl)-azetidine-1-carboxylic acid tert-butyl ester), FC(C(=O)O)(F)F (trifluoroacetic acid). Run in C(Cl)Cl (DCM). Reaction conditions: time 3 day. Product: N1CC(C1)CNCCCC1=CC(=C2C(=NC=NN21)N)C=2C=CC1=CN(N=C1C2)CC2=CC=CC=C2 (7-{3-[(Azetidin-3-ylmethyl)-amino]-propyl}-5-(2-benzyl-2H-indazol-6-yl)-pyrrolo[2,1-f][1,2,4]triazin-4-ylamine). Yield: 9.2%. RXN SMILES: C(OC([N:8]1[CH2:11][CH:10]([CH2:12][NH:13][CH2:14][CH2:15][CH2:16][C:17]2[N:25]3[C:20]([C:21]([NH2:26])=[N:22][CH:23]=[N:24]3)=[C:19]([C:27]3[CH:28]=[CH:29][C:30]4[C:34]([CH:35]=3)=[N:33][N:32]([CH2:36][C:37]3[CH:42]=[CH:41][CH:40]=[CH:39][CH:38]=3)[CH:31]=4)[CH:18]=2)[CH2:9]1)=O)(C)(C)C.FC(F)(F)C(O)=O>C(Cl)Cl>[NH:8]1[CH2:11][CH:10]([CH2:12][NH:13][CH2:14][CH2:15][CH2:16][C:17]2[N:25]3[C:20]([C:21]([NH2:26])=[N:22][CH:23]=[N:24]3)=[C:19]([C:27]3[CH:28]=[CH:29][C:30]4[C:34]([CH:35]=3)=[N:33][N:32]([CH2:36][C:37]3[CH:42]=[CH:41][CH:40]=[CH:39][CH:38]=3)[CH:31]=4)[CH:18]=2)[CH2:9]1. Procedure details: To a suspension of 3-({3-[4-amino-5-(2-benzyl-2H-indazol-6-yl)-pyrrolo[2,1-f][1,2,4]triazin-7-yl]-propylamino}-methyl)-azetidine-1-carboxylic acid tert-butyl ester (80 mg, 0.14 mmol) in anhydrous DCM (2.8 mL) was added trifluoroacetic acid (1.4 mL). The mixture was stirred at rt under N2 for 3 days. The reaction mixture was concentrated and the crude was dissolved in EtOAc. The organic layer was washed with aqueous, saturated NaHCO3 solution, water and brine, dried (Na2SO4), filtered and concent... Reactants: Brc1ccccc1, [Li]C(C)(C)C, C1CCOC1, O, CC(c1ccccc1)N1CC1C=O. The product is CC(c1ccccc1)N1CC1C(O)c1ccccc1. Reaction SMILES: [Br:1][c:2]1[cH:3][cH:4][cH:5][cH:6][cH:7]1.[C:8]([Li:9])([CH3:10])([CH3:11])[CH3:12].[CH2:27]1[O:28][CH2:29][CH2:30][CH2:31]1.[OH2:26].[c:13]1([CH:19]([CH3:20])[N:21]2[CH:22]([CH:24]=[O:25])[CH2:23]2)[cH:14][cH:15][cH:16][cH:17][cH:18]1>>[c:2]1([CH:24]([CH:22]2[N:21]([CH:19]([c:13]3[cH:14][cH:15][cH:16][cH:17][cH:18]3)[CH3:20])[CH2:23]2)[OH:25])[cH:3][cH:4][cH:5][cH:6][cH:7]1. Starting materials: C1CCOC1, CO, C=Cc1sc(C(=O)OC)cc1-c1cnc2cccnn12, [K+], [OH-]. Yields the product C=Cc1sc(C(=O)O)cc1-c1cnc2cccnn12. Reaction SMILES: [CH2:21]1[O:22][CH2:23][CH2:24][CH2:25]1.[CH3:28][OH:29].[CH:1](=[CH2:2])[c:3]1[c:4](-[c:12]2[cH:13][n:14][c:15]3[n:16]2[n:17][cH:18][cH:19][cH:20]3)[cH:5][c:6]([C:8](=[O:9])[O:10][CH3:11])[s:7]1.[K+:27].[OH-:26]>>[CH:1](=[CH2:2])[c:3]1[c:4](-[c:12]2[cH:13][n:14][c:15]3[n:16]2[n:17][cH:18][cH:19][cH:20]3)[cH:5][c:6]([C:8](=[O:9])[OH:10])[s:7]1. Starting materials: C(#N)C=1C(=NSC1Cl)Cl (4-Cyano-3,5-dichloroisothiazole), FS(=O)(=O)OC (methyl fluorosulfonate). The product is FS(=O)(=O)[O-].C(#N)C=1C(=[N+](SC1Cl)C)Cl (4-cyano-3,5-dichloro-2-methylisothiazolium fluorosulfonate). The yield is 92.0%. As a reaction SMILES: [C:1]([C:3]1[C:4]([Cl:9])=[N:5][S:6][C:7]=1[Cl:8])#[N:2].[F:10][S:11]([O:14][CH3:15])(=[O:13])=[O:12]>>[F:10][S:11]([O-:14])(=[O:13])=[O:12].[C:1]([C:3]1[C:4]([Cl:9])=[N+:5]([CH3:15])[S:6][C:7]=1[Cl:8])#[N:2] |f:2.3|. Procedure details: 4-Cyano-3,5-dichloroisothiazole (5.0 g, 0.028 mol) and 4 ml of methyl fluorosulfonate were heated at 80°-90° for 30 min under a nitrogen atmosphere. The resulting solid was washed with ether and benzene to yield 7.5 g (92%) of 4-cyano-3,5-dichloro-2-methylisothiazolium fluorosulfonate, mp 160-170. Spectral data (NMR and IR) were consistent with the assigned structure. Analysis--Calculated for C5H3Cl2FN2O3S2 : C, 20.50; H, 1.02; Found: C, 20.27; H, 1.44. The reactants are O=C([O-])[O-], Cn1cc(B2OC(C)(C)C(C)(C)O2)cn1, COCCOC, Nc1ccc(Oc2ccnc(Cl)c2)c(F)c1F, [Na+], [Na+], O, c1ccc(P(c2ccccc2)(c2ccccc2)[Pd](P(c2ccccc2)(c2ccccc2)c2ccccc2)(P(c2ccccc2)(c2ccccc2)c2ccccc2)P(c2ccccc2)(c2ccccc2)c2ccccc2)cc1. Product: Cn1cc(-c2cc(Oc3ccc(N)c(F)c3F)ccn2)cn1. Reaction SMILES: [C:33](=[O:34])([O-:35])[O-:36].[CH3:18][n:19]1[n:20][cH:21][c:22]([B:24]2[O:25][C:26]([CH3:27])([CH3:28])[C:29]([CH3:30])([CH3:31])[O:32]2)[cH:23]1.[CH3:39][O:40][CH2:41][CH2:42][O:43][CH3:44].[Cl:1][c:2]1[n:3][cH:4][cH:5][c:6]([O:8][c:9]2[c:10]([F:17])[c:11]([F:16])[c:12]([NH2:15])[cH:13][cH:14]2)[cH:7]1.[Na+:37].[Na+:38].[OH2:45].[cH:46]1[cH:47][cH:48][c:49]([P:50]([Pd:51]([P:52]([c:53]2[cH:54][cH:55][cH:56][cH:57][cH:58]2)([c:59]2[cH:60][cH:61][cH:62][cH:63][cH:64]2)[c:65]2[cH:66][cH:67][cH:68][cH:69][cH:70]2)([P:71]([c:72]2[cH:73][cH:74][cH:75][cH:76][cH:77]2)([c:78]2[cH:79][cH:80][cH:81][cH:82][cH:83]2)[c:84]2[cH:85][cH:86][cH:87][cH:88][cH:89]2)[P:90]([c:91]2[cH:92][cH:93][cH:94][cH:95][cH:96]2)([c:97]2[cH:98][cH:99][cH:100][cH:101][cH:102]2)[c:103]2[cH:104][cH:105][cH:106][cH:107][cH:108]2)([c:109]2[cH:110][cH:111][cH:112][cH:113][cH:114]2)[c:115]2[cH:116][cH:117][cH:118][cH:119][cH:120]2)[cH:121][cH:122]1>>[c:2]1(-[c:22]2[cH:21][n:20][n:19]([CH3:18])[cH:23]2)[n:3][cH:4][cH:5][c:6]([O:8][c:9]2[c:10]([F:17])[c:11]([F:16])[c:12]([NH2:15])[cH:13][cH:14]2)[cH:7]1. RXN SMILES: [Cl:1][CH2:2][CH2:3][CH2:4][CH2:5][CH2:6][OH:7].[O:8]1[CH:13]=[CH:12][CH2:11][CH2:10][CH2:9]1.[Na].C(=O)([O-])O>ClCCl.C1(C)C=CC(S(O)(=O)=O)=CC=1.N1C=CC=CC=1>[Cl:1][CH2:2][CH2:3][CH2:4][CH2:5][CH2:6][O:7][CH:9]1[CH2:10][CH2:11][CH2:12][CH2:13][O:8]1 |f:2.3,5.6,^1:13|. Run in ClCCl (dichloromethane). The reactants are O1CCCC=C1 (3,4-Dihydro-2H-pyrane), ClCCCCCO (5-chloro-1-pentanol), [Na].C(O)([O-])=O (Sodium hydrogen-carbonate), solution. Product: ClCCCCCOC1OCCCC1 (2-(5-chloropentyloxy)tetrahydro-2H-pyrane). Reported procedure: 5-chloro-1-pentanol (12.26 g, 0.1 mol) was dissolved in dry dichloromethane (400 mL). 3,4-Dihydro-2H-pyrane (12.62 g, 0.15 mol) and pyridine toluene-4-sulphonate (1.26 g, 5 mmol) was then added and the reaction mixture was stirred magnetically in a nitrogen atmosphere at room temperature over night. Sodium-hydrogen-carbonate, saturated solution (150 mL) was added and the phases were separated. The aqueous phase was then extracted with dichloromethane (4×25 mL). The combined dichloromethane phase... Yield: 94.8%. The reagents and catalysts are C1(=CC=C(C=C1)S(=O)(=O)O)C.N1=CC=CC=C1 (pyridine toluene-4-sulphonate).